Dataset: the Open Reaction Database (ORD), a public repository of structured organic reaction records. Task: describe an organic reaction: reactants, conditions, products, and yield Reactants: C1(CC1)C(C1C(OC(OC1=O)(C)C)=O)C1=CC=C(C=C1)O (5-(Cyclopropyl(4-hydroxyphenyl)methyl)-2,2-dimethyl-1,3-dioxane-4,6-dione), CN(C)C=O.O (DMF water). Run in CCOC(=O)C (EtOAc). Yields the product C1(CC1)C(CC(=O)O)C1=CC=C(C=C1)O (3-Cyclopropyl-3-(4-hydroxyphenyl)propanoic acid). RXN SMILES: [CH:1]1([CH:4]([C:15]2[CH:20]=[CH:19][C:18]([OH:21])=[CH:17][CH:16]=2)[CH:5]2C(=O)OC(C)(C)[O:7][C:6]2=[O:14])[CH2:3][CH2:2]1.CN(C=O)C.O>CCOC(C)=O>[CH:1]1([CH:4]([C:15]2[CH:20]=[CH:19][C:18]([OH:21])=[CH:17][CH:16]=2)[CH2:5][C:6]([OH:14])=[O:7])[CH2:3][CH2:2]1 |f:1.2|. Procedure details: A solution of 21.2 in 10:1 DMF/water (48 mL) was stirred overnight at 90° C. The mixture was cooled to room temperature, diluted with EtOAc, washed with 1 N HCl and brine, dried (MgSO4), and concentrated to afford 21.3. The crude product was used without further purification.